Task: describe an organic reaction: reactants, conditions, products, and yield. Dataset: the Open Reaction Database (ORD), a public repository of structured organic reaction records The reactants are CC=1C=C(C=CC1S(=O)(=O)N1CCCC1)NC(C)=O (N-[3-methyl-4-(pyrrolidine-1-sulphonyl)-phenyl]-acetamide), Cl (hydrochloric acid). The solvent is C(C)O (ethanol). Run at time 8 hour. The product is CC=1C=C(C=CC1S(=O)(=O)N1CCCC1)N (3-methyl-4-(pyrrolidine-1-sulphonyl)-phenylamine). RXN SMILES: [CH3:1][C:2]1[CH:3]=[C:4]([NH:16]C(=O)C)[CH:5]=[CH:6][C:7]=1[S:8]([N:11]1[CH2:15][CH2:14][CH2:13][CH2:12]1)(=[O:10])=[O:9].Cl>C(O)C>[CH3:1][C:2]1[CH:3]=[C:4]([NH2:16])[CH:5]=[CH:6][C:7]=1[S:8]([N:11]1[CH2:15][CH2:14][CH2:13][CH2:12]1)(=[O:10])=[O:9]. Procedure: 0.6 g of N-[3-methyl-4-(pyrrolidine-1-sulphonyl)-phenyl]-acetamide (2.13 mmol) are dissolved in 5 ml of ethanol and then 10 ml hydrochloric acid (6 N) are added thereto at ambient temperature. The mixture is stirred overnight at ambient temperature and then extracted three times with dichloromethane. The combined organic phases are washed successively with 5% sodium hydrogen carbonate solution and water. The aqueous phase is re-extracted with dichloromethane and combined with the dichloromethane...